This data is from the Open Reaction Database (ORD), a public repository of structured organic reaction records. The task is: describe an organic reaction: reactants, conditions, products, and yield The reactants are N1=CC=C(C=C1)CN (4-picolylamine), C(#N)C=1C(N(N=CC1C#N)CC)=O (4,5-dicyano-2-ethylpyridazin-3-(2H)-one). The solvent is C(C)O (ethanol), C(C)O (ethanol). Product: C(#N)C=1C(N(N=CC1NCC1=CC=NC=C1)CC)=O (4-cyano-2-ethyl-5-(4-pyridylmethylamino)pyridazin-3-(2H)-one). Isolated yield 14.6%. Reaction SMILES: [N:1]1[CH:6]=[CH:5][C:4]([CH2:7][NH2:8])=[CH:3][CH:2]=1.[C:9]([C:11]1[C:12](=[O:21])[N:13]([CH2:19][CH3:20])[N:14]=[CH:15][C:16]=1C#N)#[N:10]>C(O)C>[C:9]([C:11]1[C:12](=[O:21])[N:13]([CH2:19][CH3:20])[N:14]=[CH:15][C:16]=1[NH:8][CH2:7][C:4]1[CH:5]=[CH:6][N:1]=[CH:2][CH:3]=1)#[N:10]. Reported procedure: Into 305 ml of an absolute ethanol solution of 1.9 g of 4-picolylamine, 30 ml of an absolute ethanol suspension of 1.4 g of 4,5-dicyano-2-ethylpyridazin-3-(2H)-one was dropwise added under cooling with ice over a period of 30 minutes. After completion of the dropwise addition, the mixture was reacted at room temperature overnight. Then, ethanol was distilled off under reduced pressure. To the residue, 250 ml of ethyl acetate and 100 ml of water were added, followed by shaking. The ethyl acetate ... The reactants are CS(=O)(=O)O.CN1CCN(CC1)CC1=CC=C(C(=O)NC2=CC(=C(C=C2)C)NC2=NC=CC(=N2)C=2C=NC=CC2)C=C1 (4-[(4-Methyl-1-piperazinyl)-methyl]-N-{4-methyl-3-[[4-(3-pyridinyl)-2-pyrimidinyl]-amino]-phenyl}-benzamide monomethanesulphonate), [OH-].[Na+] (sodium hydroxide). Solvent: OO (hydrogen peroxide). Reaction conditions: temperature 20 celsius, time 160 hour. Product: C[N+]1(CC[N+](CC1)([O-])CC1=CC=C(C(=O)NC2=CC(=C(C=C2)C)NC2=NC=CC(=N2)C=2C=NC=CC2)C=C1)[O-] (4-[(4-Methyl-1.4-dioxido-1-piperazinyl)-methyl]-N-{4-methyl-3-[[4-(3-pyridinyl)-2-pyrimidinyl]-amino]-phenyl}-benzamide). As a reaction SMILES: CS(O)(=O)=[O:3].[CH3:6][N:7]1[CH2:12][CH2:11][N:10]([CH2:13][C:14]2[CH:42]=[CH:41][C:17]([C:18]([NH:20][C:21]3[CH:26]=[CH:25][C:24]([CH3:27])=[C:23]([NH:28][C:29]4[N:34]=[C:33]([C:35]5[CH:36]=[N:37][CH:38]=[CH:39][CH:40]=5)[CH:32]=[CH:31][N:30]=4)[CH:22]=3)=[O:19])=[CH:16][CH:15]=2)[CH2:9][CH2:8]1.[OH-:43].[Na+]>OO>[CH3:6][N+:7]1([O-:3])[CH2:12][CH2:11][N+:10]([CH2:13][C:14]2[CH:15]=[CH:16][C:17]([C:18]([NH:20][C:21]3[CH:26]=[CH:25][C:24]([CH3:27])=[C:23]([NH:28][C:29]4[N:34]=[C:33]([C:35]5[CH:36]=[N:37][CH:38]=[CH:39][CH:40]=5)[CH:32]=[CH:31][N:30]=4)[CH:22]=3)=[O:19])=[CH:41][CH:42]=2)([O-:43])[CH2:9][CH2:8]1 |f:0.1,2.3|. Reported procedure: 4-[(4-Methyl-1-piperazinyl)-methyl]-N-{4-methyl-3-[[4-(3-pyridinyl)-2-pyrimidinyl]-amino]-phenyl}-benzamide monomethanesulphonate (3.00 g, 5 mmol; prepared as described in WO 99/03854) is added to aqueous hydrogen peroxide (30 mL of 3%) and the resulting solution is stirred at 20° C. for 160 h. The pH of the solution is then adjusted to pH 14 with aqueous sodium hydroxide (4 M) and the resulting suspension is stirred for 1.5 h. The crude product is filtered off, washed with water, dried and puri... Starting materials: C(#N)C=1C=CC2=C(S(C3=C(C=C2)C=CC=C3)(=O)=O)C1 (3-cyanodibenzo[b,f]thiepin-5,5-dioxide), Cl (HCl), [OH-].[Na+] (sodium hydroxide), C(C)O (ethanol). Run in O (water). Yields the product C1=CC(=CC=2S(C3=C(C=CC21)C=CC=C3)(=O)=O)C(=O)O (Dibenzo[b,f]thiepin-3-carboxylic Acid 5,5-Dioxide). RXN SMILES: C([C:3]1[CH:4]=[CH:5][C:6]2[CH:12]=[CH:11][C:10]3[CH:13]=[CH:14]C=[CH:16][C:9]=3[S:8](=[O:18])(=[O:17])[C:7]=2[CH:19]=1)#N.[OH-:20].[Na+].[CH2:22]([OH:24])[CH3:23].Cl>O>[CH:13]1[C:10]2[CH:11]=[CH:12][C:6]3[CH:5]=[CH:4][CH:3]=[CH:19][C:7]=3[S:8](=[O:18])(=[O:17])[C:9]=2[CH:16]=[C:23]([C:22]([OH:20])=[O:24])[CH:14]=1 |f:1.2|. Procedure: 13.6 G. 3-cyanodibenzo[b,f]thiepin-5,5-dioxide are refluxed for 2.5 hours in a mixture of 20 cc. 10% aqueous sodium hydroxide solution and 20 cc. ethanol. The mixture is diluted with water and acidified with concentrated HCl. The acid precipitates as a white solid. The yield of acid, m.p. 268° C.-270° C., is 1.38 g. (94.6%). Starting materials: C(C)C=1C(=CN2C=CC(=CC12)OC)C1=CC=C(C=C1)OC (1-ethyl-7-methoxy-2-(4-methoxyphenyl)indolizine), C(#CC(=O)OC)C(=O)OC (dimethyl acetylenedicarboxylate), ClC=1C(C(=C(C(C1Cl)=O)C#N)C#N)=O (2,3-dichloro-5,6-dicyano-1,4-benzoquinone). Solvent: C1(=CC=CC=C1)C (toluene). The product is C(C)C1=C(C2=C(C(=C3C=C(C=C1N23)OC)C(=O)OC)C(=O)OC)C2=CC=C(C=C2)OC (Dimethyl 4-ethyl-6-methoxy-3-(4-methoxyphenyl)pyrrolo[2,1,5-cd]indolizine-1,2-dicarboxylate). Yield: 90.1%. Reaction SMILES: [CH2:1]([C:3]1[C:4]([C:14]2[CH:19]=[CH:18][C:17]([O:20][CH3:21])=[CH:16][CH:15]=2)=[CH:5][N:6]2[C:11]=1[CH:10]=[C:9]([O:12][CH3:13])[CH:8]=[CH:7]2)[CH3:2].[C:22]([C:28]([O:30][CH3:31])=[O:29])#[C:23][C:24]([O:26][CH3:27])=[O:25].ClC1C(=O)C(C#N)=C(C#N)C(=O)C=1Cl>C1(C)C=CC=CC=1>[CH2:1]([C:3]1[C:11]2[N:6]3[C:7]([CH:8]=[C:9]([O:12][CH3:13])[CH:10]=2)=[C:23]([C:24]([O:26][CH3:27])=[O:25])[C:22]([C:28]([O:30][CH3:31])=[O:29])=[C:5]3[C:4]=1[C:14]1[CH:19]=[CH:18][C:17]([O:20][CH3:21])=[CH:16][CH:15]=1)[CH3:2]. Procedure details: A solution of 1-ethyl-7-methoxy-2-(4-methoxyphenyl)indolizine (25.0 g, 0.089 mol) in 800 ml of toluene was stirred in an ice bath, while dimethyl acetylenedicarboxylate (12.6 ml, 0.103 mol) was added dropwise. When the starting material had been consumed according to TLC, 2,3-dichloro-5,6-dicyano-1,4-benzoquinone (21.18 g, 0.093 mol) was added in portions. When the addition was complete, the mixture was refluxed for one hour. The resulting hydroquinone was filtered off, and the filtrate was conc... Reactants: IC=1C=C(C(=O)O)C=CC1 (3-iodobenzoic acid), FC=1C=C(N)C=CC1OC(F)(F)F (3-fluoro-4-(trifluoromethoxy)aniline). Product: FC=1C=C(C=CC1OC(F)(F)F)NC(C1=CC(=CC=C1)I)=O (N-(3-Fluoro-4-(trifluoromethoxy)phenyl)-3-iodobenzamide). Reaction SMILES: [I:1][C:2]1[CH:3]=[C:4]([CH:8]=[CH:9][CH:10]=1)[C:5]([OH:7])=O.[F:11][C:12]1[CH:13]=[C:14]([CH:16]=[CH:17][C:18]=1[O:19][C:20]([F:23])([F:22])[F:21])[NH2:15]>>[F:11][C:12]1[CH:13]=[C:14]([NH:15][C:5](=[O:7])[C:4]2[CH:8]=[CH:9][CH:10]=[C:2]([I:1])[CH:3]=2)[CH:16]=[CH:17][C:18]=1[O:19][C:20]([F:22])([F:23])[F:21]. Procedure details: The title compound was prepared in an analogous fashion to that described in Stage 30.1 using 3-iodobenzoic acid and 3-fluoro-4-(trifluoromethoxy)aniline to afford the title compound as a white solid. UPLC-MS (Condition 1) tR=3.39 min, m/z=425.9 [M+H]+, m/z=423.9 [M−H]−; 1H-NMR (400 MHz, DMSO-d6) δ ppm 7.32-7.40 (m, 1H) 7.54-7.62 (m, 1H) 7.64 (dd, 1H) 7.93-8.01 (m, 3H) 8.29 (s, 1H) 10.64 (s, 1H). Conditions: time 20 minute. The solvent is C(Cl)Cl (methylene chloride), C(C)N(CC)CC (triethylamine), C(Cl)Cl (methylene chloride). Procedure details: 21 ml of a 0.1N solution of m-chloroperoxybenzoic acid in methylene chloride are added dropwise to a suspension, cooled to -40° C., of 0.80 g of 2,2-difluoro-6[(4,5-dimethoxy-3-methyl-2-pyridyl)methylthio]-5H-[1,3]-dioxolo[4,5-f]-benzimidazole in 10 ml of methylene chloride in the course of 10 minutes. The mixture is stirred for a further 20 minutes, during which the temperature is allowed to rise to -20° C., and 0.5 ml of triethylamine are added and the reaction mixture is poured into 40 ml of ... Reactants: FC1(OC=2C(=CC3=C(N=C(N3)SCC3=NC=C(C(=C3C)OC)OC)C2)O1)F (2,2-difluoro-6[(4,5-dimethoxy-3-methyl-2-pyridyl)methylthio]-5H-[1,3]-dioxolo[4,5-f]-benzimidazole), solution, ClC=1C=C(C(=O)OO)C=CC1 (m-chloroperoxybenzoic acid), S(=S)(=O)([O-])[O-].[Na+].[Na+] (sodium thiosulfate), C([O-])([O-])=O.[Na+].[Na+] (sodium carbonate). Product: FC1(OC=2C(=CC3=C(N=C(N3)S(=O)CC3=NC=C(C(=C3C)OC)OC)C2)O1)F (2,2-Difluoro-6-[(4,5-dimethoxy-3-methyl-2-pyridyl)methylsulfinyl]-5H-[1,3]-dioxolo[4,5-f]benzimidazole). Reaction SMILES: ClC1C=C(C=CC=1)C(OO)=[O:6].[F:12][C:13]1([F:38])[O:37][C:16]2=[CH:17][C:18]3[NH:22][C:21]([S:23][CH2:24][C:25]4[C:30]([CH3:31])=[C:29]([O:32][CH3:33])[C:28]([O:34][CH3:35])=[CH:27][N:26]=4)=[N:20][C:19]=3[CH:36]=[C:15]2[O:14]1.S([O-])([O-])(=O)=S.[Na+].[Na+].C(=O)([O-])[O-].[Na+].[Na+]>C(Cl)Cl.C(N(CC)CC)C>[F:38][C:13]1([F:12])[O:37][C:16]2=[CH:17][C:18]3[NH:22][C:21]([S:23]([CH2:24][C:25]4[C:30]([CH3:31])=[C:29]([O:32][CH3:33])[C:28]([O:34][CH3:35])=[CH:27][N:26]=4)=[O:6])=[N:20][C:19]=3[CH:36]=[C:15]2[O:14]1 |f:2.3.4,5.6.7|. Reactants: Cn1c(=O)c2c(nc(N3CCC(NC(=O)OC(C)(C)C)C3)n2Cc2ccccc2)n(C)c1=O, CCOCC, Cl. Yields the product Cn1c(=O)c2c(nc(N3CCC(N)C3)n2Cc2ccccc2)n(C)c1=O. As a reaction SMILES: [C:1]([O:2][C:3](=[O:4])[NH:7][CH:8]1[CH2:9][N:10]([c:13]2[n:14][c:15]3[n:16]([CH3:32])[c:17](=[O:31])[n:18]([CH3:30])[c:19](=[O:29])[c:20]3[n:21]2[CH2:22][c:23]2[cH:24][cH:25][cH:26][cH:27][cH:28]2)[CH2:11][CH2:12]1)([CH3:5])([CH3:6])[CH3:33].[CH3:35][CH2:36][O:37][CH2:38][CH3:39].[ClH:34]>>[NH2:7][CH:8]1[CH2:9][N:10]([c:13]2[n:14][c:15]3[n:16]([CH3:32])[c:17](=[O:31])[n:18]([CH3:30])[c:19](=[O:29])[c:20]3[n:21]2[CH2:22][c:23]2[cH:24][cH:25][cH:26][cH:27][cH:28]2)[CH2:11][CH2:12]1.